This data is from the Open Reaction Database (ORD), a public repository of structured organic reaction records. The task is: describe an organic reaction: reactants, conditions, products, and yield Starting materials: ClCCOC1=C(C=CC=C1)C(C)(C)NC=1C(N(C=CN1)C=1C=C(C(=O)NC2CC2)C=CC1C)=O (3-[3-[[1-[2-(2-Chloroethoxy)phenyl]-1-methylethyl]amino]-2-oxo-1(2H)-pyrazinyl]-N-cyclopropyl-4-methyl-benzamide), CN (Methylamine). Run in O1CCOCC1 (dioxane). Run at temperature 100 celsius. Product: C1(CC1)NC(C1=CC(=C(C=C1)C)N1C(C(=NC=C1)NC(C)(C1=C(C=CC=C1)OCCNC)C)=O)=O (N-Cyclopropyl-4-methyl-3-[3-[[1-methyl-1-[2-[2-(methylamino)ethoxy]phenyl]ethyl]amino]-2-oxo-1(2H)-pyrazinyl]-benzamide). Reaction SMILES: Cl[CH2:2][CH2:3][O:4][C:5]1[CH:10]=[CH:9][CH:8]=[CH:7][C:6]=1[C:11]([NH:14][C:15]1[C:16](=[O:34])[N:17]([C:21]2[CH:22]=[C:23]([CH:30]=[CH:31][C:32]=2[CH3:33])[C:24]([NH:26][CH:27]2[CH2:29][CH2:28]2)=[O:25])[CH:18]=[CH:19][N:20]=1)([CH3:13])[CH3:12].[CH3:35][NH2:36]>O1CCOCC1>[CH:27]1([NH:26][C:24](=[O:25])[C:23]2[CH:30]=[CH:31][C:32]([CH3:33])=[C:21]([N:17]3[CH:18]=[CH:19][N:20]=[C:15]([NH:14][C:11]([CH3:13])([C:6]4[CH:7]=[CH:8][CH:9]=[CH:10][C:5]=4[O:4][CH2:3][CH2:2][NH:36][CH3:35])[CH3:12])[C:16]3=[O:34])[CH:22]=2)[CH2:29][CH2:28]1. Reported procedure: 3-[3-[[1-[2-(2-Chloroethoxy)phenyl]-1-methylethyl]amino]-2-oxo-1(2H)-pyrazinyl]-N-cyclopropyl-4-methyl-benzamide (Example 198e, 17.5 g) in dioxane (50 mL) was treated with 40% Methylamine solution (50 mL) under nitrogen. The resulting suspension was heated in a sealed system at 100° C. for 4 h. After cooling to room temperature, the solution was evaporated to dryness. The crude product was purified by flash chromatography (SiO2, eluent 10% methanol in dichloromethane and 1% triethylamine). Evapo... Reactants: CC(C)OC=1C2=C(SC1C(=O)N)C=CC(=C2)[N+](=O)[O-] (3-(1-methylethoxy) -5-nitrobenzo[b]-thiophene-2-carboxamide). Reagents/catalysts: [Pd] (Pd on carbon). The solvent is C(C)(=O)O (acetic acid). Conditions: time 1.5 hour. The product is NC1=CC2=C(SC(=C2OC(C)C)C(=O)N)C=C1 (5-amino-3-(1-methylethoxy)benzo[b]thiophene-2-carboxamide). Isolated yield 66.9%. As a reaction SMILES: [CH3:1][CH:2]([O:4][C:5]1[C:6]2[CH:16]=[C:15]([N+:17]([O-])=O)[CH:14]=[CH:13][C:7]=2[S:8][C:9]=1[C:10]([NH2:12])=[O:11])[CH3:3]>C(O)(=O)C.[Pd]>[NH2:17][C:15]1[CH:14]=[CH:13][C:7]2[S:8][C:9]([C:10]([NH2:12])=[O:11])=[C:5]([O:4][CH:2]([CH3:1])[CH3:3])[C:6]=2[CH:16]=1. Procedure: A mixture of 3-(1-methylethoxy) -5-nitrobenzo[b]-thiophene-2-carboxamide (104 mg, 0.37 mmol) and 5% Pd on carbon (10 mg) in 20 mL of acetic acid is hydrogenated for 1.5 hours. The catalyst is removed by filtration and the filtrate concentrated in vacuo. The crude product is chromatograhed, eluting with 1:2 hexane:ethyl acetate, providing 62 mg of 5-amino-3-(1-methylethoxy)benzo[b]thiophene-2-carboxamide (67%); mp 150°-151° C. Reactants: CO (MeOH), C1(CCCCC1)N=C=NC1CCCCC1 (dicyclohexylcarbodiimide), CN(C)C1=NC=CC=C1 (dimethylaminopyridine), CC1(OC2=C(C(C1)=O)C=C1C(=C2)CC(C1)C(=O)O)C (2,2-Dimethyl-4-oxo-2,3,7,8-tetrahydro-7-carboxy-6H-cyclopenta-[g]-1-benzopyran). Solvent: C(Cl)Cl (CH2Cl2). Run at temperature 20 celsius, time 2 hour. The product is CC1(OC2=C(C(C1)=O)C=C1C(=C2)CC(C1)C(=O)OC)C (Methyl 2,2-dimethyl-4-oxo-2,3,7,8-tetrahydro-6H-cyclopenta-[g]-1-benzopyran-7-carboxylate). Reaction SMILES: [CH3:1][C:2]1([CH3:19])[CH2:7][C:6](=[O:8])[C:5]2[CH:9]=[C:10]3[CH2:15][CH:14]([C:16]([OH:18])=[O:17])[CH2:13][C:11]3=[CH:12][C:4]=2[O:3]1.CO.[CH:22]1(N=C=NC2CCCCC2)CCCCC1.CN(C1C=CC=CN=1)C>C(Cl)Cl>[CH3:1][C:2]1([CH3:19])[CH2:7][C:6](=[O:8])[C:5]2[CH:9]=[C:10]3[CH2:15][CH:14]([C:16]([O:18][CH3:22])=[O:17])[CH2:13][C:11]3=[CH:12][C:4]=2[O:3]1. Procedure: 4.98 g (19.2 mmol) of the compound from Example 15 are dissolved in 38 ml of CH2Cl2 and 19 ml of absolute MeOH and 4.35 g (21.1 mmol) of dicyclohexylcarbodiimide and 20 ml of dimethylaminopyridine are added at 0° C. The mixture is allowed to come to room temperature and is stirred at 20° C. for 2 h. Precipitated dicyclohexylurea is filtered off and washed well with CH2Cl2, and the combined CH2Cl2 phases are washed twice with 1N NaOH solution, once with 1N hydrochloric acid and once with NaCl sol... As a reaction SMILES: [N:1]1[CH:5]=[C:4]([CH2:6][NH:7][C:8]2[CH:13]=[CH:12][CH:11]=[C:10]([O:14][CH3:15])[CH:9]=2)[NH:3][CH:2]=1.[N:16]1[CH:21]=[CH:20][C:19]([CH:22]=O)=[CH:18][CH:17]=1.C(O[BH-](OC(=O)C)OC(=O)C)(=O)C.[Na+]>ClCCCl>[N:1]1[CH:5]=[C:4]([CH2:6][N:7]([C:8]2[CH:13]=[CH:12][CH:11]=[C:10]([O:14][CH3:15])[CH:9]=2)[CH2:22][C:19]2[CH:20]=[CH:21][N:16]=[CH:17][CH:18]=2)[NH:3][CH:2]=1 |f:2.3|. Run at temperature 40 celsius, time 72 hour. Reported procedure: To a solution of (3H-imidazol-4-ylmethyl)-(3-methoxy-phenyl)-amine (0.05 g, 0.25 mmol, Example 186 step a) in 1,2-dichloroethane (2 ml) were added pyridine-4-carbaldehyde (0.06 ml, 0.64 mmol) and sodium triacetoxyborohydride (0.21 g, 0.98 mmol). The reaction mixture was stirred at 40° C. for 72 h. The reaction mixture was then concentrated in vacuo and the residue was purified using flash chromatography (column: Isolute® Flash-NH2 (Separtis); eluent: methanol/dichloromethane gradient) to yield a... Isolated yield 10.0%. The reactants are N1=CNC(=C1)CNC1=CC(=CC=C1)OC ((3H-imidazol-4-ylmethyl)-(3-methoxy-phenyl)-amine), N1=CC=C(C=C1)C=O (pyridine-4-carbaldehyde), C(C)(=O)O[BH-](OC(C)=O)OC(C)=O.[Na+] (sodium triacetoxyborohydride). Solvent: ClCCCl (1,2-dichloroethane). Yields the product N1=CNC(=C1)CN(CC1=CC=NC=C1)C1=CC(=CC=C1)OC ((3H-Imidazol-4-ylmethyl)-(3-methoxy-phenyl)-pyridin-4-ylmethyl-amine). Starting materials: C1(C=2C(C(N1CCCCCC(=O)O)=O)=CC=CC2)=O (6-phthalimidohexanoic acid), S(=O)(Cl)Cl (thionyl chloride), C1(=CC=CC=C1)C (toluene), C(C)(C)NC(C)C (diisopropylamine). Solvent: CN(C)C=O (DMF), C(Cl)Cl (methylene chloride). Conditions: temperature 100 celsius. Product: C(C)(C)N(C(C(CCCC)N1C(C=2C(C1=O)=CC=CC2)=O)=O)C(C)C (phthalimidohexanoic acid diisopropylamide). Isolated yield 70.0%. RXN SMILES: [C:1]1(=[O:19])[N:5]([CH2:6][CH2:7][CH2:8][CH2:9][CH2:10]C(O)=O)[C:4](=[O:14])[C:3]2=[CH:15][CH:16]=[CH:17][CH:18]=[C:2]12.S(Cl)(Cl)=[O:21].[CH:24]([NH:27][CH:28](C)C)([CH3:26])[CH3:25].[C:31]1([CH3:37])[CH:36]=CC=CC=1>CN(C=O)C.C(Cl)Cl>[CH:24]([N:27]([CH:31]([CH3:36])[CH3:37])[C:28](=[O:21])[CH:6]([N:5]1[C:1](=[O:19])[C:2]2=[CH:18][CH:17]=[CH:16][CH:15]=[C:3]2[C:4]1=[O:14])[CH2:7][CH2:8][CH2:9][CH3:10])([CH3:26])[CH3:25]. Procedure details: To a solution of 6-phthalimidohexanoic acid (7.83 g, 30 mmol) in 100 mL toluene and 1 mL DMF was added thionyl chloride (7.2 mL, 160 mmol) and the mixture heated at 100° C. for 1 h. After evaporation the residual acid chloride was dissolved in 25 mL methylene chloride and added to diisopropylamine (7.0 g, 70 mmol) in 100 mL methylene chloride at 0-10 C. The mixture was stirred at rt for 2 H, the solvent removed, the residue taken up in ether and extracted with 2N HCl. The organic solvent was rem...